Dataset: the Open Reaction Database (ORD), a public repository of structured organic reaction records. Task: describe an organic reaction: reactants, conditions, products, and yield Starting materials: C(C)(C)NC=1C(=NC=CC1)N1CCN(CC1)C(=O)C1=NC=C(C(=O)O)C=C1 (6-[1-[3-(isopropylamino)-2-pyridyl]piperazin-4-yl-carbonyl]nicotinic acid), NC(CO)(C)C (2-amino-2-methyl-1-propanol). Product: CC(CO)(C)NC(=O)C=1C=CC(=NC1)C(=O)N1CCN(CC1)C1=NC=CC=C1NC(C)C (5-[N-(1,1-dimethyl-2-hydroxyethyl)carbamoyl]-2-[1-[3-(isopropylamino)-2-pyridyl]piperazin-4-yl-carbonyl]pyridine). Isolated yield 74.0%. RXN SMILES: [CH:1]([NH:4][C:5]1[C:6]([N:11]2[CH2:16][CH2:15][N:14]([C:17]([C:19]3[CH:27]=[CH:26][C:22]([C:23](O)=[O:24])=[CH:21][N:20]=3)=[O:18])[CH2:13][CH2:12]2)=[N:7][CH:8]=[CH:9][CH:10]=1)([CH3:3])[CH3:2].[NH2:28][C:29]([CH3:33])([CH3:32])[CH2:30][OH:31]>>[CH3:32][C:29]([NH:28][C:23]([C:22]1[CH:26]=[CH:27][C:19]([C:17]([N:14]2[CH2:13][CH2:12][N:11]([C:6]3[C:5]([NH:4][CH:1]([CH3:3])[CH3:2])=[CH:10][CH:9]=[CH:8][N:7]=3)[CH2:16][CH2:15]2)=[O:18])=[N:20][CH:21]=1)=[O:24])([CH3:33])[CH2:30][OH:31]. Procedure: By the same procedure as described in the example 1, synthesis was carried out starting with 6-[1-[3-(isopropylamino)-2-pyridyl]piperazin-4-yl-carbonyl]nicotinic acid and using 2-amino-2-methyl-1-propanol. Then, the product was recrystallized with ethyl acetate and ether to give a desired compound.